From a dataset of the Open Reaction Database (ORD), a public repository of structured organic reaction records. describe an organic reaction: reactants, conditions, products, and yield Reactants: C(C)(C)(C)OC(NC1=C(C=C(C(=C1)N(C)C1CC1)C(F)(F)F)NC(CC(C1=CC(=CC=C1)C=1C=NC=CC1)=O)=O)=O ({5-(cyclopropyl-methyl-amino)-2-[3-oxo-3-(3-pyridin-3-yl-phenyl)-propionylamino]-4-trifluoromethyl-phenyl}-carbamic acid tert-butyl ester), C(=O)(C(F)(F)F)O (TFA). The solvent is C(Cl)Cl (CH2Cl2). Product: C1(CC1)N(C1=CC2=C(NC(CC(=N2)C2=CC(=CC=C2)C=2C=NC=CC2)=O)C=C1C(F)(F)F)C (7-(Cyclopropyl-methyl-amino)-4-(3-pyridin-3-yl-phenyl)-8-trifluoromethyl-1,3-dihydro-benzo[b][1,4]diazepin-2-one), solid. RXN SMILES: C(OC(=O)[NH:7][C:8]1[CH:13]=[C:12]([N:14]([CH:16]2[CH2:18][CH2:17]2)[CH3:15])[C:11]([C:19]([F:22])([F:21])[F:20])=[CH:10][C:9]=1[NH:23][C:24](=[O:40])[CH2:25][C:26](=O)[C:27]1[CH:32]=[CH:31][CH:30]=[C:29]([C:33]2[CH:34]=[N:35][CH:36]=[CH:37][CH:38]=2)[CH:28]=1)(C)(C)C.C(O)(C(F)(F)F)=O>C(Cl)Cl>[CH:16]1([N:14]([CH3:15])[C:12]2[C:11]([C:19]([F:20])([F:21])[F:22])=[CH:10][C:9]3[NH:23][C:24](=[O:40])[CH2:25][C:26]([C:27]4[CH:32]=[CH:31][CH:30]=[C:29]([C:33]5[CH:34]=[N:35][CH:36]=[CH:37][CH:38]=5)[CH:28]=4)=[N:7][C:8]=3[CH:13]=2)[CH2:18][CH2:17]1. Reported procedure: The title compound was prepared from {5-(cyclopropyl-methyl-amino)-2-[3-oxo-3-(3-pyridin-3-yl-phenyl)-propionylamino]-4-trifluoromethyl-phenyl}-carbamic acid tert-butyl ester (Example M58) (383 mg, 0.674 mmol) by treatment with TFA in CH2Cl2 according to the general procedure N. Obtained as a yellow solid (178 mg). Starting materials: IC=1N=CN(C1)S(=O)(=O)N(C)C (4-iodo-N,N-dimethyl-1H-imidazole-1-sulfonamide), C(C)[Mg]Br (ethyl magnesium bromide), [Cl-].[NH4+] (ammonium chloride), COC=1C(=C2CCCC(C2=CC1)=O)[N+](=O)[O-] (6-methoxy-5-nitro-1-tetralone). Product: OC1(CCCC2=C(C(=CC=C12)OC)[N+](=O)[O-])C=1N=CN(C1)S(=O)(=O)N(C)C (4-(1-hydroxy-6-methoxy-5-nitro-1,2,3,4-tetrahydro-1-naphthalenyl)-N,N-dimethyl-1H-imidazole-1-sulfonamide). Procedure: A solution of 4-iodo-N,N-dimethyl-1H-imidazole-1-sulfonamide (3.0 g, 10 mmol) (R. M. Turner, J. Org. Chem. (1991), 56, 5739-5740) in dichloromethane (40 mL) was treated with ethyl magnesium bromide (3.0M in diethyl ether, 3.3 mL) over 5 minutes, stirred for 30 minutes, treated with 6-methoxy-5-nitro-1-tetralone (2.6 g, 11.8 mmol), stirred for 16 hours, treated with ammonium chloride solution and extracted with dichloromethane. The extract was dried (MgSO4), filtered and concentrated to provide t... Run in ClCCl (dichloromethane). Reaction conditions: time 30 minute. Reaction SMILES: I[C:2]1[N:3]=[CH:4][N:5]([S:7]([N:10]([CH3:12])[CH3:11])(=[O:9])=[O:8])[CH:6]=1.C([Mg]Br)C.[CH3:17][O:18][C:19]1[C:20]([N+:30]([O-:32])=[O:31])=[C:21]2[C:26](=[CH:27][CH:28]=1)[C:25](=[O:29])[CH2:24][CH2:23][CH2:22]2.[Cl-].[NH4+]>ClCCl>[OH:29][C:25]1([C:2]2[N:3]=[CH:4][N:5]([S:7]([N:10]([CH3:12])[CH3:11])(=[O:9])=[O:8])[CH:6]=2)[C:26]2[C:21](=[C:20]([N+:30]([O-:32])=[O:31])[C:19]([O:18][CH3:17])=[CH:28][CH:27]=2)[CH2:22][CH2:23][CH2:24]1 |f:3.4|. Starting materials: C(CCCCCCCCCCCCCCCCCCCCC)(=O)O (behenic acid), OCC(CO)(CO)CO (pentaerythritol). Conditions: temperature 130 celsius. Yields the product C(CCCCCCCCCCCCCCCCCCCCC)(=O)OCC(CO)(CO)CO (pentaerythritol behenate). Reaction SMILES: [C:1]([OH:24])(=[O:23])[CH2:2][CH2:3][CH2:4][CH2:5][CH2:6][CH2:7][CH2:8][CH2:9][CH2:10][CH2:11][CH2:12][CH2:13][CH2:14][CH2:15][CH2:16][CH2:17][CH2:18][CH2:19][CH2:20][CH2:21][CH3:22].[OH:25][CH2:26][C:27]([CH2:32]O)([CH2:30][OH:31])[CH2:28][OH:29]>>[C:1]([O:24][CH2:32][C:27]([CH2:30][OH:31])([CH2:28][OH:29])[CH2:26][OH:25])(=[O:23])[CH2:2][CH2:3][CH2:4][CH2:5][CH2:6][CH2:7][CH2:8][CH2:9][CH2:10][CH2:11][CH2:12][CH2:13][CH2:14][CH2:15][CH2:16][CH2:17][CH2:18][CH2:19][CH2:20][CH2:21][CH3:22]. Reported procedure: A four-necked rounded bottom flask equipped with a stirrer, a thermocouple, and a nitrogen inlet tube was charged with 4 mol of behenic acid per mol of pentaerythritol, and the contents were heated to 130° C. for 5 hours in a nitrogen atmosphere to carry out an esterification reaction. A reaction product was purified with methyl ether to provide pentaerythritol behenate. Here, the acid value was 0.4 mgKOH/g, and the hydroxyl value was 1.6 mgKOH/g. The reactants are C(O)([O-])=O.[Na+] (sodium hydrogen carbonate), B(Br)(Br)Br (boron tribromide), COC=1C=CC2=C(N(CCO2)CCNC(C)=O)C1 (N-[2-(6-Methoxy-2,3-dihydro-4H-1,4-benzoxazin-4-yl)ethyl]acetamide). Run in ClCCl (dichloromethane), ClCCl (dichloromethane), ClCCl (dichloromethane). Conditions: temperature -78 celsius, time 1 hour. Yields the product OC=1C=CC2=C(N(CCO2)CCNC(C)=O)C1 (N-[2-(6-Hydroxy-2,3-dihydro-4H-1,4-benzoxazin-4-yl)ethyl]-acetamide). Reaction SMILES: C[O:2][C:3]1[CH:4]=[CH:5][C:6]2[O:11][CH2:10][CH2:9][N:8]([CH2:12][CH2:13][NH:14][C:15](=[O:17])[CH3:16])[C:7]=2[CH:18]=1.B(Br)(Br)Br.C(=O)([O-])O.[Na+]>ClCCl>[OH:2][C:3]1[CH:4]=[CH:5][C:6]2[O:11][CH2:10][CH2:9][N:8]([CH2:12][CH2:13][NH:14][C:15](=[O:17])[CH3:16])[C:7]=2[CH:18]=1 |f:2.3|. Procedure: Under argon, the compound obtained in Example 1 (342 mg; 1.37 mmol) is dissolved in 8 ml of distilled dichloromethane. The solution is cooled to −78° C., and then boron tribromide (4 eq.; 5.47 mmol; 5.17 μl) diluted with 5 ml of dichloromethane is slowly added. The mixture is left for one hour at −78° C. and then for 2 hours at ambient temperature. The reaction mixture is hydrolysed to pH 7 with a saturated sodium hydrogen carbonate solution and then the aqueous phase is extracted 4 times with d...